From a dataset of the Open Reaction Database (ORD), a public repository of structured organic reaction records. describe an organic reaction: reactants, conditions, products, and yield Reactants: CC(C(C)=NO)(C)C (3,3-dimethylbutan-2-one oxime), [Li+].[OH-] (LiOH), C1CO1 (ethylene oxide). Solvent: O (water). Conditions: time 10 hour. Yields the product OCCON=C(C)C(C)(C)C (3,3-Dimethylbutan-2-one O-(2-hydroxyethyl)oxime). Yield: 90.0%. RXN SMILES: [CH3:1][C:2]([CH3:8])([CH3:7])[C:3](=[N:5][OH:6])[CH3:4].[Li+].[OH-].[CH2:11]1[O:13][CH2:12]1>O>[OH:13][CH2:12][CH2:11][O:6][N:5]=[C:3]([C:2]([CH3:8])([CH3:7])[CH3:1])[CH3:4] |f:1.2|. Procedure details: 400 ml of water, 92 g (0.8 mol) of 3,3-dimethylbutan-2-one oxime and 3.4 g of LiOH were initially charged, and 70 g (1.6 mol) of ethylene oxide were introduced such that the gas was taken up completely. Thereafter, the mixture was stirred at room temperature (RT) for 8-12 hours for the continued reaction. The upper phase was removed, admixed with ethyl acetate and washed with water. The organic phase was concentrated under reduced pressure at 100-200 mbar. Residue: 114-120 g of colorless oil, wh... Yield: 92.1%. Procedure details: The reaction was carried out according to Example 1 step 4 using (6-vinylpyridin-3-yl)methanol (500 mg, 3.7 mmol) and 6-chloro-3-(5-methylisoxazol-3-yl)-[1,2,4]triazolo[3,4-α]phthalazine (1.05 g, 3.7 mmol). The crude residue was purified by column chromatography on silica using 2-4% MeOH/CH2Cl2 to yield the desired phthalazine (1.31 g, 92%). 1H NMR (360 MHz, CDCl3) δ 8.86 (1H, s), 8.68 (1H, d, J=8.0 Hz), 8.21 (1H, d, J=8.0 Hz), 8.03 (1H, dd, J=8.0, 2.2 Hz), 7.95 (1H, t, J=8.0 Hz), 7.80 (1H, t, J... As a reaction SMILES: [CH:1]([C:3]1[N:8]=[CH:7][C:6]([CH2:9][OH:10])=[CH:5][CH:4]=1)=[CH2:2].Cl[C:12]1[C:21]2[C:16](=[CH:17][CH:18]=[CH:19][CH:20]=2)[C:15]2=[N:22][N:23]=[C:24]([C:25]3[CH:29]=[C:28]([CH3:30])[O:27][N:26]=3)[N:14]2[N:13]=1>>[CH3:30][C:28]1[O:27][N:26]=[C:25]([C:24]2[N:14]3[N:13]=[C:12]([O:10][CH2:9][C:6]4[CH:7]=[N:8][C:3]([CH:1]=[CH2:2])=[CH:4][CH:5]=4)[C:21]4[C:16]([C:15]3=[N:22][N:23]=2)=[CH:17][CH:18]=[CH:19][CH:20]=4)[CH:29]=1. Product: CC1=CC(=NO1)C1=NN=C2N1N=C(C1=CC=CC=C21)OCC=2C=NC(=CC2)C=C (3-(5-Methylisoxazol-3-yl)-6-(6-vinylpyridin-3-ylmethoxy)-[1,2,4]triazolo[3,4-α]phthalazine). The reactants are C(=C)C1=CC=C(C=N1)CO ((6-vinylpyridin-3-yl)methanol), ClC1=NN2C(C3=CC=CC=C13)=NN=C2C2=NOC(=C2)C (6-chloro-3-(5-methylisoxazol-3-yl)-[1,2,4]triazolo[3,4-α]phthalazine). Starting materials: CC(C)(C)S(=O)(=O)c1ccc(-n2[nH]c(=O)c3ccccc3c2=O)cc1, O, O=P(Br)(Br)Br. Yields the product CC(C)(C)S(=O)(=O)c1ccc(-n2nc(Br)c3ccccc3c2=O)cc1. RXN SMILES: [CH3:1][C:2]([CH3:3])([CH3:4])[S:5](=[O:6])(=[O:7])[c:8]1[cH:9][cH:10][c:11](-[n:14]2[c:15](=[O:25])[c:16]3[cH:17][cH:18][cH:19][cH:20][c:21]3[c:22](=[O:24])[nH:23]2)[cH:12][cH:13]1.[OH2:31].[P:26]([Br:27])([Br:28])([Br:29])=[O:30]>>[CH3:1][C:2]([CH3:3])([CH3:4])[S:5](=[O:6])(=[O:7])[c:8]1[cH:9][cH:10][c:11](-[n:14]2[c:15](=[O:25])[c:16]3[cH:17][cH:18][cH:19][cH:20][c:21]3[c:22]([Br:28])[n:23]2)[cH:12][cH:13]1. Reactants: C(Cl)Cl (CH2Cl2), C(C)(C)(C)C=1C=C2C=NN(C(C2=CC1)=O)C1=C(C=O)C(=CC=C1)C1=CN(C(C(=C1)NC1=NC=C(C=C1)C(=O)N1CCOCC1)=O)C (2-(6-tert-butyl-1-oxo-1H-phthalazin-2-yl)-6-{1-methyl-5-[5-(morpholine-4-carbonyl)-pyridin-2-ylamino]-6-oxo-1,6-dihydro-pyridin-3-yl}-benzaldehyde), C(Cl)Cl (CH2Cl2), [BH4-].[Na+] (sodium borohydride). The solvent is CO (MeOH), CO (MeOH). Yields the product C(C)(C)(C)C=1C=C2C=NN(C(C2=CC1)=O)C1=C(C(=CC=C1)C1=CN(C(C(=C1)NC1=NC=C(C=C1)C(=O)N1CCOCC1)=O)C)CO (6-tert-Butyl-2-(2-hydroxymethyl-3-{1-methyl-5-[5-(morpholine-4-carbonyl)-pyridin-2-ylamino]-6-oxo-1,6-dihydro-pyridin-3-yl}-phenyl)-2H-phthalazin-1-one). The yield is 76.5%. As a reaction SMILES: [C:1]([C:5]1[CH:6]=[C:7]2[C:12](=[CH:13][CH:14]=1)[C:11](=[O:15])[N:10]([C:16]1[CH:23]=[CH:22][CH:21]=[C:20]([C:24]3[CH:29]=[C:28]([NH:30][C:31]4[CH:36]=[CH:35][C:34]([C:37]([N:39]5[CH2:44][CH2:43][O:42][CH2:41][CH2:40]5)=[O:38])=[CH:33][N:32]=4)[C:27](=[O:45])[N:26]([CH3:46])[CH:25]=3)[C:17]=1[CH:18]=[O:19])[N:9]=[CH:8]2)([CH3:4])([CH3:3])[CH3:2].C(Cl)Cl.[BH4-].[Na+]>CO>[C:1]([C:5]1[CH:6]=[C:7]2[C:12](=[CH:13][CH:14]=1)[C:11](=[O:15])[N:10]([C:16]1[CH:23]=[CH:22][CH:21]=[C:20]([C:24]3[CH:29]=[C:28]([NH:30][C:31]4[CH:36]=[CH:35][C:34]([C:37]([N:39]5[CH2:40][CH2:41][O:42][CH2:43][CH2:44]5)=[O:38])=[CH:33][N:32]=4)[C:27](=[O:45])[N:26]([CH3:46])[CH:25]=3)[C:17]=1[CH2:18][OH:19])[N:9]=[CH:8]2)([CH3:4])([CH3:2])[CH3:3] |f:2.3|. Procedure details: 121 mg (0.20 mmol) of 2-(6-tert-butyl-1-oxo-1H-phthalazin-2-yl)-6-{1-methyl-5-[5-(morpholine-4-carbonyl)-pyridin-2-ylamino]-6-oxo-1,6-dihydro-pyridin-3-yl}-benzaldehyde was weighed into a 20 mL reaction vial fitted with a stir bar and septum. Added 4 mL of CH2Cl2 and 2 mL MeOH and stirred to obtain a clear amber solution. Added 1.1 mL (0.29 mmol) of a freshly prepared 10 mg/mL solution of sodium borohydride in MeOH. Stirred at room temperature for 3 hr. Quenched the reaction with 5 mL of saturat... Starting materials: NC=1N=CC(=NC1)C1=C(C(=C(C=C1)C=1C(=CC=CC1)S(=O)(=O)NC(C)(C)C)F)F (4′-(5-aminopyrazin-2-yl)-N-tert-butyl-2′,3′-difluorobiphenyl-2-sulfonamide). Solvent: C(=O)(C(F)(F)F)O (TFA). Conditions: temperature 50 celsius. Product: NC=1N=CC(=NC1)C1=C(C(=C(C=C1)C=1C(=CC=CC1)S(=O)(=O)N)F)F (4′-(5-Aminopyrazin-2-yl)-2′,3′-difluorobiphenyl-2-sulfonamide). Yield: 96.6%. As a reaction SMILES: [NH2:1][C:2]1[N:3]=[CH:4][C:5]([C:8]2[CH:13]=[CH:12][C:11]([C:14]3[C:15]([S:20]([NH:23]C(C)(C)C)(=[O:22])=[O:21])=[CH:16][CH:17]=[CH:18][CH:19]=3)=[C:10]([F:28])[C:9]=2[F:29])=[N:6][CH:7]=1>C(O)(C(F)(F)F)=O>[NH2:1][C:2]1[N:3]=[CH:4][C:5]([C:8]2[CH:13]=[CH:12][C:11]([C:14]3[C:15]([S:20]([NH2:23])(=[O:21])=[O:22])=[CH:16][CH:17]=[CH:18][CH:19]=3)=[C:10]([F:28])[C:9]=2[F:29])=[N:6][CH:7]=1. Procedure: A suspension of 4′-(5-aminopyrazin-2-yl)-N-tert-butyl-2′,3′-difluorobiphenyl-2-sulfonamide (168 mg, 0.40 mmol) in TFA (3 mL) was heated at 50° Celsius for 3 hours. The reaction was then cooled to rt and carefully partitioned between NaHCO3 and EtOAc. The organic layer was isolated, dried over MgSO4, and concentrated to dryness. Purification by FCC afforded the title compound (140 mg, 96%). MS (ESI): mass calcd. for C16H12F2N4O2S, 362.06; m/z found, 363.1 [M+H]+. 1H NMR (500 MHz, DMSO-d6) δ 8.40 ... Starting materials: NC(C)C1C(C2=CC=CC=C2[C@@H](C1)C1=CC(=C(C=C1)Cl)Cl)O ((4S)-2-(1-aminoethyl)-4-(3,4-dichlorophenyl)-1,2,3,4-tetrahydronaphthalen-1-ol), C(=O)(C(F)(F)F)O (TFA). Run in C(Cl)Cl (CH2Cl2). Conditions: time 2 hour. The product is ClC=1C=C(C=CC1Cl)[C@@H]1CC(=CC2=CC=CC=C12)C(C)N (1-((S)-4-(3,4-dichlorophenyl)-3,4-dihydronaphthalen-2-yl)ethanamine). The yield is 81.9%. As a reaction SMILES: [NH2:1][CH:2]([CH:4]1[CH2:13][C@@H:12]([C:14]2[CH:19]=[CH:18][C:17]([Cl:20])=[C:16]([Cl:21])[CH:15]=2)[C:11]2[C:6](=[CH:7][CH:8]=[CH:9][CH:10]=2)[CH:5]1O)[CH3:3].C(O)(C(F)(F)F)=O>C(Cl)Cl>[Cl:21][C:16]1[CH:15]=[C:14]([C@H:12]2[C:11]3[C:6](=[CH:7][CH:8]=[CH:9][CH:10]=3)[CH:5]=[C:4]([CH:2]([NH2:1])[CH3:3])[CH2:13]2)[CH:19]=[CH:18][C:17]=1[Cl:20]. Reported procedure: To a solution of 43 (400 mg, 1.19 mmol) in CH2Cl2 (5 mL) was added TFA (5 mL). The reaction mixture was stirred for 2 h before being concentrated. The residue was subjected to reverse phase column chromatography (CH3CN/H2O/0.1% Formic acid=5% to 100%) to give 1-((S)-4-(3,4-dichlorophenyl)-3,4-dihydronaphthalen-2-yl)ethanamine (0.31 g, 77.5%) as a mixture of two diastereomers (45 and 46).